Dataset: the Open Reaction Database (ORD), a public repository of structured organic reaction records. Task: describe an organic reaction: reactants, conditions, products, and yield Reactants: C1(=CC=CC=C1)CC(=O)C1=C(C=CC=C1)C (2-phenyl-1-o-tolylethanone), C(C)OC=1C=C(C=O)C=C(C1O)[N+](=O)[O-] (3-ethoxy-4-hydroxy-5-nitrobenzaldehyde), NC(=O)N (urea), Cl (HCl). Run in CCO (EtOH), CCOC(=O)C (EtOAc). Product: C(C)OC=1C=C(C=C(C1O)[N+](=O)[O-])C1NC(NC(=C1C1=CC=CC=C1)C1=C(C=CC=C1)C)=O (4-(3-ethoxy-4-hydroxy-5-nitrophenyl)-5-phenyl-6-o-tolyl-3,4-dihydropyrimidin-2(1H)-one). Isolated yield 8.0%. As a reaction SMILES: [C:1]1([CH2:7][C:8]([C:10]2[CH:15]=[CH:14][CH:13]=[CH:12][C:11]=2[CH3:16])=O)[CH:6]=[CH:5][CH:4]=[CH:3][CH:2]=1.[CH2:17]([O:19][C:20]1[CH:21]=[C:22]([CH:25]=[C:26]([N+:29]([O-:31])=[O:30])[C:27]=1[OH:28])[CH:23]=O)[CH3:18].[NH2:32][C:33]([NH2:35])=[O:34].Cl>CCO.CCOC(C)=O>[CH2:17]([O:19][C:20]1[CH:21]=[C:22]([CH:23]2[C:7]([C:1]3[CH:6]=[CH:5][CH:4]=[CH:3][CH:2]=3)=[C:8]([C:10]3[CH:15]=[CH:14][CH:13]=[CH:12][C:11]=3[CH3:16])[NH:35][C:33](=[O:34])[NH:32]2)[CH:25]=[C:26]([N+:29]([O-:31])=[O:30])[C:27]=1[OH:28])[CH3:18]. Reported procedure: A mixture of 2-phenyl-1-o-tolylethanone (commercially available) (200 mg, 0.95 mmol), 3-ethoxy-4-hydroxy-5-nitrobenzaldehyde (183 mg, 0.86 mmol), urea (156 mg, 2.59 mmol), concentrated HCl (0.07 mL, 0.86 mmol) in EtOH (5 mL) was refluxed overnight. Followed standard aqueous/EtOAc workup, then purified by preparative HPLC to give Compound 114 (31.75 mg, yield 8%). 1H NMR (DMSO-d6 400 MHz): δ 10.33 (br, 1H), 8.59 (s, 1H), 7.51-7.44 (m, 2H), 7.23-7.13 (m, 4H), 6.96-6.89 (m, 4H), 6.80-6.77 (m, 2H), ... Reactants: CCn1nccc1-c1coc(C(=O)OC)c1, C1CCOC1, O=C1CCC(=O)N1Cl. The product is CCn1ncc(Cl)c1-c1coc(C(=O)OC)c1. Reaction SMILES: [CH2:1]([CH3:2])[n:3]1[n:4][cH:5][cH:6][c:7]1-[c:8]1[cH:9][c:10]([C:13](=[O:14])[O:15][CH3:16])[o:11][cH:12]1.[CH2:25]1[O:26][CH2:27][CH2:28][CH2:29]1.[Cl:17][N:18]1[C:19](=[O:20])[CH2:21][CH2:22][C:23]1=[O:24]>>[CH2:1]([CH3:2])[n:3]1[n:4][cH:5][c:6]([Cl:17])[c:7]1-[c:8]1[cH:9][c:10]([C:13](=[O:14])[O:15][CH3:16])[o:11][cH:12]1. The reactants are O=C([O-])O, COCN(C[Si](C)(C)C)C(C)(C)C, ClCCl, COC(=O)C=Cc1ccc(F)cc1, [Na+], O=C(O)C(F)(F)F. Product: COC(=O)C1CN(C(C)(C)C)CC1c1ccc(F)cc1. RXN SMILES: [C:34](=[O:35])([OH:36])[O-:37].[C:8]([CH3:9])([CH3:10])([CH3:11])[N:12]([CH2:13][Si:16]([CH3:17])([CH3:19])[CH3:20])[CH2:18][O:14][CH3:15].[CH2:39]([Cl:40])[Cl:41].[F:21][c:22]1[cH:23][cH:24][c:25]([CH:28]=[CH:29][C:30](=[O:31])[O:32][CH3:33])[cH:26][cH:27]1.[Na+:38].[OH:1][C:2]([C:3]([F:4])([F:5])[F:6])=[O:7]>>[C:8]([CH3:9])([CH3:10])([CH3:11])[N:12]1[CH2:13][CH:28]([c:25]2[cH:24][cH:23][c:22]([F:21])[cH:27][cH:26]2)[CH:29]([C:30](=[O:31])[O:32][CH3:33])[CH2:18]1. Starting materials: [Al+3], [H-], [H-], [H-], [H-], [Li+], C1CCOC1, O, C=CCC(C(=O)OCC)c1ccccc1. Yields the product C=CCC(CO)c1ccccc1. As a reaction SMILES: [Al+3:17].[H-:16].[H-:19].[H-:20].[H-:21].[Li+:18].[O:23]1[CH2:24][CH2:25][CH2:26][CH2:27]1.[OH2:22].[c:1]1([CH:7]([C:8](=[O:9])[O:10][CH2:11][CH3:12])[CH2:13][CH:14]=[CH2:15])[cH:2][cH:3][cH:4][cH:5][cH:6]1>>[c:1]1([CH:7]([CH2:8][OH:9])[CH2:13][CH:14]=[CH2:15])[cH:2][cH:3][cH:4][cH:5][cH:6]1.